This data is from the Open Reaction Database (ORD), a public repository of structured organic reaction records. The task is: describe an organic reaction: reactants, conditions, products, and yield Starting materials: C(C)(C)NC(C)C (diisopropylamine), C(C)(=O)[C@@]([C@@H](/C=C/C1=CC=CC=C1)NC(OCC1=CC=CC=C1)=O)([C@H](C)O[Si](C)(C)C(C)(C)C)NC(=O)N(C)C (Benzyl ((3R,4R,5S,E)-4-acetyl-5-((tert-butyldimethylsilyl)oxy)-4-(3,3-dimethylureido)-1-phenylhex-1-en-3-yl)carbamate), C=O (Formaldehyde), C=O (CH2O), C=O (paraformaldehyde), C(CCC)[Li] (n-butyllithium). Run in C1CCOC1 (THF), C1CCOC1 (THF). Conditions: temperature 0 celsius, time 30 minute. The product is [Si](C)(C)(C(C)(C)C)O[C@@H](C)[C@]([C@@H](/C=C/C1=CC=CC=C1)NC(OCC1=CC=CC=C1)=O)(C(CCO)=O)NC(=O)N(C)C (Benzyl ((3R,4R,E)-4-((S)-1-((tert-butyldimethylsilyl)oxy)ethyl)-4-(3,3-dimethylureido)-7-hydroxy-5-oxo-1-phenylhept-1-en-3-yl)carbamate), oil. Isolated yield 70.0%. Reaction SMILES: C(NC(C)C)(C)C.C([Li])CCC.[C:13]([C@:16]([NH:47][C:48]([N:50]([CH3:52])[CH3:51])=[O:49])([C@@H:37]([O:39][Si:40]([C:43]([CH3:46])([CH3:45])[CH3:44])([CH3:42])[CH3:41])[CH3:38])[C@H:17]([NH:26][C:27](=[O:36])[O:28][CH2:29][C:30]1[CH:35]=[CH:34][CH:33]=[CH:32][CH:31]=1)/[CH:18]=[CH:19]/[C:20]1[CH:25]=[CH:24][CH:23]=[CH:22][CH:21]=1)(=[O:15])[CH3:14].[CH2:53]=[O:54]>C1COCC1>[Si:40]([O:39][C@H:37]([C@@:16]([NH:47][C:48]([N:50]([CH3:52])[CH3:51])=[O:49])([C:13](=[O:15])[CH2:14][CH2:53][OH:54])[C@H:17]([NH:26][C:27](=[O:36])[O:28][CH2:29][C:30]1[CH:35]=[CH:34][CH:33]=[CH:32][CH:31]=1)/[CH:18]=[CH:19]/[C:20]1[CH:21]=[CH:22][CH:23]=[CH:24][CH:25]=1)[CH3:38])([C:43]([CH3:44])([CH3:45])[CH3:46])([CH3:41])[CH3:42]. Procedure details: A flame-dried 250-mL round-bottomed flask was charged with diisopropylamine (5.8 mL, 41.3 mmol, 3.5 equiv) and THF (100 mL). The resulting solution was cooled to 0° C. and n-butyllithium (1.65 M in hexanes, 25.0 mL, 41.3 mmol, 3.5 equiv) was added dropwise. The reaction was stirred at 0° C. for 30 min and then cooled to −78° C. A solution of ketone 6 (6.8 g, 11.8 mmol, 1.0 equiv) in THF (25 mL) was added dropwise, and the resulting mixture was stirred for 45 min and warmed to −45° C. Formaldehyd... The reactants are O=Cc1cc(Br)co1, O=Cc1cc(Cc2ccc(Cl)cc2)cs1, CN(C)C=O, OB(O)C=Cc1ccccc1. The product is O=Cc1cc(C=Cc2ccccc2)co1. As a reaction SMILES: [Br:1][c:2]1[cH:3][c:4]([CH:7]=[O:8])[o:5][cH:6]1.[Cl:20][c:21]1[cH:22][cH:23][c:24]([CH2:25][c:26]2[cH:27][c:28]([CH:29]=[O:30])[s:31][cH:32]2)[cH:33][cH:34]1.[O:35]=[CH:36][N:37]([CH3:38])[CH3:39].[c:9]1([CH:15]=[CH:16][B:17]([OH:18])[OH:19])[cH:10][cH:11][cH:12][cH:13][cH:14]1>>[c:2]1([CH:16]=[CH:15][c:9]2[cH:10][cH:11][cH:12][cH:13][cH:14]2)[cH:3][c:4]([CH:7]=[O:8])[o:5][cH:6]1. Starting materials: O (water), BrC=1C(=CC(=C(C1)C(C)=O)F)F (1-(5-bromo-2,4-difluoro-phenyl)-ethanone), CC(C)(C)[S@@](=O)N ((R)-2-methyl-propane-2-sulfinic acid amide), Ti(OEt)4. Yield: 81.0%. Procedure: To a solution of 1-(5-bromo-2,4-difluoro-phenyl)-ethanone (19 g, 64.7 mmoles, 1 equiv.) and (R)-2-methyl-propane-2-sulfinic acid amide (10.2 g, 84.1 mmoles, 0.76 equiv) in THF (0.3 M, 215 mL) is added Ti(OEt)4 (29.5 g, 129 mmoles, 2.0 equiv) in a single portion at ambient temperature. The reaction is heated to 70° C. and allowed to stir 18 h. The reaction is cooled to ambient temperature, and poured into water. The resulting suspension is filtered through a pad of diatomaceous earth and washed w... The solvent is C1CCOC1 (THF). Reaction conditions: temperature 70 celsius, time 18 hour. Reaction SMILES: [Br:1][C:2]1[C:3]([F:12])=[CH:4][C:5]([F:11])=[C:6]([C:8](=O)[CH3:9])[CH:7]=1.[CH3:13][C:14]([S@:17]([NH2:19])=[O:18])([CH3:16])[CH3:15].O>C1COCC1>[Br:1][C:2]1[C:3]([F:12])=[CH:4][C:5]([F:11])=[C:6]([C:8](=[N:19][S@@:17]([C:14]([CH3:16])([CH3:15])[CH3:13])=[O:18])[CH3:9])[CH:7]=1. Yields the product BrC=1C(=CC(=C(C1)C(C)=N[S@](=O)C(C)(C)C)F)F ((R)-2-Methyl-propane-2-sulfinic acid [1-(5-bromo-2,4-difluoro-phenyl)-ethylidene]-amide). Reactants: CCCN, CCCO, Clc1ncnc2c1ncn2CCCN1CCN(c2ccccc2)CC1. Yields the product CCCNc1ncnc2c1ncn2CCCN1CCN(c2ccccc2)CC1. As a reaction SMILES: [CH2:1]([CH2:2][CH3:3])[NH2:4].[CH2:30]([OH:31])[CH2:32][CH3:33].[Cl:5][c:6]1[c:7]2[n:8][cH:9][n:10]([CH2:15][CH2:16][CH2:17][N:18]3[CH2:19][CH2:20][N:21]([c:24]4[cH:25][cH:26][cH:27][cH:28][cH:29]4)[CH2:22][CH2:23]3)[c:11]2[n:12][cH:13][n:14]1>>[CH2:1]([CH2:2][CH3:3])[NH:4][c:6]1[c:7]2[n:8][cH:9][n:10]([CH2:15][CH2:16][CH2:17][N:18]3[CH2:19][CH2:20][N:21]([c:24]4[cH:25][cH:26][cH:27][cH:28][cH:29]4)[CH2:22][CH2:23]3)[c:11]2[n:12][cH:13][n:14]1. The yield is 33.8%. Conditions: time 30 minute. The product is Cl.C(C)(=O)N1CCC(CC1)C(=O)N(CCCN1CCC(CC1)SC=1SC2=C(N1)C=CC=C2)C2=CC(=CC=C2)Cl (1-Acetyl-N-(3-chlorophenyl)-N-[3-[4-(2-benzthiazolylthio)-1-piperidinyl]propyl]-4-piperidinecarboxamide Hydrochloride). Procedure: To a solution of 1-tert-butoxycarbonyl-4-(2-benzothiazolylthio)piperidine (505 mg, 1.44 mmol) in dry dichloromethane (4 ml) was added trifluoroacetic acid (4 ml) and stirred at room temperature for 30 min. After the solvent was removed in vacuo, the residue was dissolved in methanol (4 ml) and evaporated. The residue was dissolved in dry acetonitrile (12 ml) followed by addition of 1-acetyl-N-(3-chlorophenyl)-N-(3-chloropropyl)-4-piperidinecarboxamide (400 mg, 1.12 mmol), potassium carbonate (0.... Reaction SMILES: C(O[C:6]([N:8]1[CH2:13][CH2:12][CH:11]([S:14][C:15]2[S:16][C:17]3[CH:23]=[CH:22][CH:21]=[CH:20][C:18]=3[N:19]=2)[CH2:10][CH2:9]1)=O)(C)(C)C.FC(F)(F)C(O)=O.[C:31]([N:34]1[CH2:39][CH2:38][CH:37]([C:40]([N:42]([C:47]2[CH:52]=[CH:51][CH:50]=[C:49]([Cl:53])[CH:48]=2)[CH2:43][CH2:44]C[Cl:46])=[O:41])[CH2:36][CH2:35]1)(=[O:33])[CH3:32].C(=O)([O-])[O-].[K+].[K+].[I-].[K+]>ClCCl.C(OCC)(=O)C>[ClH:46].[C:31]([N:34]1[CH2:39][CH2:38][CH:37]([C:40]([N:42]([C:47]2[CH:52]=[CH:51][CH:50]=[C:49]([Cl:53])[CH:48]=2)[CH2:43][CH2:44][CH2:6][N:8]2[CH2:9][CH2:10][CH:11]([S:14][C:15]3[S:16][C:17]4[CH:23]=[CH:22][CH:21]=[CH:20][C:18]=4[N:19]=3)[CH2:12][CH2:13]2)=[O:41])[CH2:36][CH2:35]1)(=[O:33])[CH3:32] |f:3.4.5,6.7,10.11|. Run in C(C)(=O)OCC (ethyl acetate), ClCCl (dichloromethane). Starting materials: C(C)(=O)N1CCC(CC1)C(=O)N(CCCCl)C1=CC(=CC=C1)Cl (1-acetyl-N-(3-chlorophenyl)-N-(3-chloropropyl)-4-piperidinecarboxamide), C([O-])([O-])=O.[K+].[K+] (potassium carbonate), [I-].[K+] (potassium iodide), C(C)(C)(C)OC(=O)N1CCC(CC1)SC=1SC2=C(N1)C=CC=C2 (1-tert-butoxycarbonyl-4-(2-benzothiazolylthio)piperidine), FC(C(=O)O)(F)F (trifluoroacetic acid).